This data is from the Open Reaction Database (ORD), a public repository of structured organic reaction records. The task is: describe an organic reaction: reactants, conditions, products, and yield The reactants are C(C)(C)(C)[Si](C)(C)Cl (tert-butylchlorodimethylsilane), N1C=NC=C1 (imidazole), C[C@H]1N(C[C@@H](NC1)C)[C@H](C1=CC=CC=C1)C=1C=C(C=CC1)O ((±)-3-((αR*)-α-((2R*,5S*)-2,5-dimethyl-1-piperazinyl)benzyl)phenol), O (water). Solvent: CN(C=O)C (N,N-dimethylformamide), C(C)O (ethanol), ClCCl (dichloromethane). Product: [Si](C)(C)(C(C)(C)C)OC1=CC(=CC=C1)[C@@H](C1=CC=CC=C1)N1[C@@H](CN[C@H](C1)C)C ((±)-(3-((αR*)-α-((2R*,5S*)-2,5-dimethyl-1-piperazinyl)benzyl)phenyl) (tert-butyldimethylsilyl) ether). The yield is 61.1%. RXN SMILES: [CH3:1][C@@H:2]1[CH2:7][NH:6][C@@H:5]([CH3:8])[CH2:4][N:3]1[C@@H:9]([C:16]1[CH:17]=[C:18]([OH:22])[CH:19]=[CH:20][CH:21]=1)[C:10]1[CH:15]=[CH:14][CH:13]=[CH:12][CH:11]=1.[C:23]([Si:27](Cl)([CH3:29])[CH3:28])([CH3:26])([CH3:25])[CH3:24].N1C=CN=C1.O>CN(C)C=O.C(O)C.ClCCl>[Si:27]([O:22][C:18]1[CH:19]=[CH:20][CH:21]=[C:16]([C@H:9]([N:3]2[CH2:4][C@H:5]([CH3:8])[NH:6][CH2:7][C@H:2]2[CH3:1])[C:10]2[CH:15]=[CH:14][CH:13]=[CH:12][CH:11]=2)[CH:17]=1)([C:23]([CH3:26])([CH3:25])[CH3:24])([CH3:29])[CH3:28]. Procedure: A mixture of (±)-3-((αR*)-α-((2R*,5S*)-2,5-dimethyl-1-piperazinyl)benzyl)phenol (1.98 g, 6.7 mmol), from Example 38, tert-butylchlorodimethylsilane (1.51 g, 10.1 mmol), and imidazole (1.14 g, 16.8 mmol) in 30 mL of N,N-dimethylformamide was stirred at room temperature under nitrogen overnight. The reaction mixture was poured into cold water and extracted with diethyl ether. The ether extracts were dried over sodium sulfate and the solvent removed under vacuum to give a yellow oil. Chromatography...